This data is from the Open Reaction Database (ORD), a public repository of structured organic reaction records. The task is: describe an organic reaction: reactants, conditions, products, and yield Reactants: ice water, C[O-].[Na+] (sodium methoxide), C(#N)C=1C=CC2=C(C(=C(O2)C(=O)NC2=NC=C(C=C2)Cl)NC(=O)[C@@H]2CC[C@H](CC2)N2C(CCC2)=O)C1 (Trans-5-cyano-3-[4-(2-oxopyrrolidin-1-yl)cyclohexylcarbonylamino]-N-(5-chloropyridin-2-yl)benzofuran-2-carboxamide), [Cl-].O[NH3+] (hydroxy-ammonium chloride). The solvent is CO (methanol), CS(=O)C (dimethyl sulfoxide). Reaction conditions: temperature 50 celsius, time 2 hour. Product: title compound, NC(=O)C=1C=CC2=C(C(=C(O2)C(=O)NC2=NC=C(C=C2)Cl)NC(=O)[C@@H]2CC[C@H](CC2)N2C(CCC2)=O)C1 (trans-5-aminocarbonyl-3-[4-(2-oxopyrrolidin-1-yl)cyclohexylcarbonylamino]-N-(5-chloropyridin-2-yl)benzofuran-2-carboxamide). Yield: 16.2%. Reaction SMILES: [C:1]([C:3]1[CH:4]=[CH:5][C:6]2[O:10][C:9]([C:11]([NH:13][C:14]3[CH:19]=[CH:18][C:17]([Cl:20])=[CH:16][N:15]=3)=[O:12])=[C:8]([NH:21][C:22]([C@H:24]3[CH2:29][CH2:28][C@H:27]([N:30]4[CH2:34][CH2:33][CH2:32][C:31]4=[O:35])[CH2:26][CH2:25]3)=[O:23])[C:7]=2[CH:36]=1)#[N:2].[Cl-].[OH:38][NH3+].C[O-].[Na+]>CS(C)=O.CO>[NH2:2][C:1]([C:3]1[CH:4]=[CH:5][C:6]2[O:10][C:9]([C:11]([NH:13][C:14]3[CH:19]=[CH:18][C:17]([Cl:20])=[CH:16][N:15]=3)=[O:12])=[C:8]([NH:21][C:22]([C@H:24]3[CH2:25][CH2:26][C@H:27]([N:30]4[CH2:34][CH2:33][CH2:32][C:31]4=[O:35])[CH2:28][CH2:29]3)=[O:23])[C:7]=2[CH:36]=1)=[O:38] |f:1.2,3.4|. Procedure details: Trans-5-cyano-3-[4-(2-oxopyrrolidin-1-yl)cyclohexylcarbonylamino]-N-(5-chloropyridin-2-yl)benzofuran-2-carboxamide (107 mg) obtained in Example 6 is suspended in dimethyl sulfoxide (2 ml), and thereto are added hydroxy-ammonium chloride (36 mg) and a 28% sodium methoxide in methanol (100 μl). The mixture is heated at 50° C. for 2 hours, and further at 80° C. for 2 hours. The reaction solution is poured into ice-water, and the precipitates are collected by filtration, and purified by recycle HPLC... Reported procedure: To a solution of 2-(3-methoxy-phenyl)-ethylamine (1) (50.0 g, 331 mmol) and concentrated HCl (27.6 mL) in water (350 mL), potassium cyanate (28.2 g, 348 mmol) was added and stirred at 50° C. for 2 hours, then at room temperature for 2 days. Formed precipitate was collected by filtration. The solid was washed with water and dried under reduced pressure to give the title compound (53.4 g, 83%). MS (ESI) (M+H)+ 195. Isolated yield 83.1%. Reaction SMILES: [CH3:1][O:2][C:3]1[CH:4]=[C:5]([CH2:9][CH2:10][NH2:11])[CH:6]=[CH:7][CH:8]=1.Cl.[O-:13][C:14]#[N:15].[K+]>O>[CH3:1][O:2][C:3]1[CH:4]=[C:5]([CH2:9][CH2:10][NH:11][C:14]([NH2:15])=[O:13])[CH:6]=[CH:7][CH:8]=1 |f:2.3|. Run in O (water). The product is COC=1C=C(C=CC1)CCNC(=O)N ([2-(3-Methoxy-phenyl)-ethyl]-urea). The reactants are COC=1C=C(C=CC1)CCN (2-(3-methoxy-phenyl)-ethylamine), Cl (HCl), [O-]C#N.[K+] (potassium cyanate). Conditions: temperature 50 celsius, time 2 hour. The reactants are COC([C@@H](NC(=O)C1(CCCC1)CCOC)CC1=CC=C(C=C1)C=1C(N(C(N(C1C)C)=O)C)=O)=O (N-[[1-(2-methoxyethyl)cyclopentyl]carbonyl]-4-(1,3,6-trimethyl-2,4-dioxo-5-pyrimidinyl)-L-phenylalanine methyl ester), [OH-].[Na+] (sodium hydroxide). Run in C(C)O (ethanol). Run at temperature 42.5 celsius, time 15 hour. Product: COCCC1(CCCC1)C(=O)N[C@@H](CC1=CC=C(C=C1)C=1C(N(C(N(C1C)C)=O)C)=O)C(=O)O (N-[[1-(2-methoxyethyl)cyclopentyl]carbonyl]-4-(1,3,6-trimethyl-2,4-dioxo-5-pyrimidinyl)-L-phenylalanine). Isolated yield 94.0%. RXN SMILES: C[O:2][C:3](=[O:35])[C@H:4]([CH2:17][C:18]1[CH:23]=[CH:22][C:21]([C:24]2[C:25](=[O:34])[N:26]([CH3:33])[C:27](=[O:32])[N:28]([CH3:31])[C:29]=2[CH3:30])=[CH:20][CH:19]=1)[NH:5][C:6]([C:8]1([CH2:13][CH2:14][O:15][CH3:16])[CH2:12][CH2:11][CH2:10][CH2:9]1)=[O:7].[OH-].[Na+]>C(O)C>[CH3:16][O:15][CH2:14][CH2:13][C:8]1([C:6]([NH:5][C@H:4]([C:3]([OH:35])=[O:2])[CH2:17][C:18]2[CH:23]=[CH:22][C:21]([C:24]3[C:25](=[O:34])[N:26]([CH3:33])[C:27](=[O:32])[N:28]([CH3:31])[C:29]=3[CH3:30])=[CH:20][CH:19]=2)=[O:7])[CH2:12][CH2:11][CH2:10][CH2:9]1 |f:1.2|. Reported procedure: To a suspension of N-[[1-(2-methoxyethyl)cyclopentyl]carbonyl]-4-(1,3,6-trimethyl-2,4-dioxo-5-pyrimidinyl)-L-phenylalanine methyl ester (0.273 mmol, 133 mg) in ethanol (3 mL) was added aqueous 1.0 N sodium hydroxide (1.5 mL) at room temperature. The mixture was heated to 40-45° C. and the resulting clear solution was stirred for 15 h. The ethanol was removed under reduced pressure and the residue was diluted with water (25 mL) and NaOH (3 mL, 1.0N) to dissolve the sodium salt. The aqueous soluti... Starting materials: O=C1OC2(CN1CC1=CC=C(C=C1)C1=CC=C(C=C1)C=O)CCCCC2 (4′-(2-Oxo-1-oxa-3-aza-spiro[4.5]dec-3-ylmethyl)-biphenyl-4-carbaldehyde), Cl.N1C[C@@H](CC1)O ((R)-(−)-3-pyrrolidinol hydrochloride), [BH-](OC(=O)C)(OC(=O)C)OC(=O)C.[Na+] (Na(OAc)3BH). Run in ClCCCl (DCE). Conditions: time 8 hour. Yields the product OC1CN(CC1)CC1=CC=C(C=C1)C1=CC=C(C=C1)CN1C(OC2(C1)CCCCC2)=O (3-[4′-(3-Hydroxy-pyrrolidin-1-ylmethyl)-biphenyl-4-ylmethyl]-1-oxa-3-aza-spiro[4.5]decan-2-one). Isolated yield 56.5%. Reaction SMILES: [O:1]=[C:2]1[N:6]([CH2:7][C:8]2[CH:13]=[CH:12][C:11]([C:14]3[CH:19]=[CH:18][C:17]([CH:20]=O)=[CH:16][CH:15]=3)=[CH:10][CH:9]=2)[CH2:5][C:4]2([CH2:26][CH2:25][CH2:24][CH2:23][CH2:22]2)[O:3]1.Cl.[NH:28]1[CH2:32][CH2:31][C@@H:30]([OH:33])[CH2:29]1.[BH-](OC(C)=O)(OC(C)=O)OC(C)=O.[Na+]>ClCCCl>[OH:33][CH:30]1[CH2:31][CH2:32][N:28]([CH2:20][C:17]2[CH:16]=[CH:15][C:14]([C:11]3[CH:12]=[CH:13][C:8]([CH2:7][N:6]4[CH2:5][C:4]5([CH2:22][CH2:23][CH2:24][CH2:25][CH2:26]5)[O:3][C:2]4=[O:1])=[CH:9][CH:10]=3)=[CH:19][CH:18]=2)[CH2:29]1 |f:1.2,3.4|. Procedure details: 4′-(2-Oxo-1-oxa-3-aza-spiro[4.5]dec-3-ylmethyl)-biphenyl-4-carbaldehyde (50 mg, 0.143 mmol) was mixed with (R)-(−)-3-pyrrolidinol hydrochloride (20 mg, 0.157 mmol) in DCE (2.5 mL). Na(OAc)3BH was added as a solid at room temperature and the reaction was stirred overnight. The reaction was quenched with saturated aqueous NaHCO3 solution. The aqueous phase was extracted with DCM (3×5 mL), the combined organic phases were washed with brine (5 mL), dried over sodium sulfate and concentrated. The cru... The reactants are CCN=C=NCCCN(C)C.Cl (EDC hydrochloride), CC(C)(C)OC(=O)N1CCCC[C@H]1C(=O)O (N-Boc-L-pipecolic acid), 1-phenyl-7-(3'-pyridyl)-heptan-4-ol. The reagents and catalysts are CN(C1=CC=NC=C1)C (4-dimethylaminopyridine). The solvent is C(C)#N (acetonitrile). Yields the product 1-phenyl-7-(3'-pyridyl)-heptan-4-ol ester, C(=O)(OC(C)(C)C)N1C(C(=O)O)CCCC1 (N-Boc-pipecolic acid). Yield: 85.0%. RXN SMILES: [CH3:1][C:2]([O:5][C:6]([N:8]1[C@H:13]([C:14]([OH:16])=[O:15])[CH2:12][CH2:11][CH2:10][CH2:9]1)=[O:7])([CH3:4])[CH3:3].CCN=C=NCCCN(C)C.Cl>CN(C)C1C=CN=CC=1.C(#N)C>[C:6]([N:8]1[CH2:9][CH2:10][CH2:11][CH2:12][CH:13]1[C:14]([OH:16])=[O:15])([O:5][C:2]([CH3:4])([CH3:3])[CH3:1])=[O:7] |f:1.2|. Reported procedure: N-Boc-L-pipecolic acid (0.280 g, 1.22 mmol) was esterified with 1-phenyl-7-(3'-pyridyl)-heptan-4-ol (0.394 g, 1.46 mmol) employing EDC hydrochloride (0.350 g, 1.83 mmol) and 4-dimethylaminopyridine (0.081 g, 0.663 mmol) in acetonitrile (25 mL). Purification by silica gel chromatography, eluting with chloroform/methanol (100:0 to 99:1), gave the pure 1-phenyl-7-(3'-pyridyl)-heptan-4-ol ester of N-Boc-pipecolic acid in 85% yield (0.498 g) as a colorless oil. MS: M+H=481. LC-MS: System 2 (4 min gra... The reactants are BrC=1C=C2C3(C(N(C2=CC1)C)N(CC3)C)C (5-bromo-1,2,3,3a,8,8a-hexahydro-1,3a,8-trimethylpyrrolo[2,3-b]indole), C(C)(C)N(C(C)C)C(C(=O)OCC)=O (diisopropylamino-oxo-acetic acid, ethyl ester), CN(C)CCN(C)C (TMEDA), C(C)(CC)[Li] (sec-butyllithium). Run in CCOCC (ether), CCOCC (ether), CCOCC (ether). Conditions: temperature -78 celsius, time 3 hour. The product is C(C)(C)N(C(C(C=1C=C2C3(C(N(C2=CC1)C)N(CC3)C)C)=O)=O)C(C)C (1,2,3,3a,8,8a-Hexahydro-α-oxo- 1,3a,8-trimethyl-5-pyrrolo[2,3-b]indole acetic acid, diisopropyl amide). The yield is 58.0%. RXN SMILES: CN(CCN(C)C)C.C([Li])(CC)C.Br[C:15]1[CH:16]=[C:17]2[C:21](=[CH:22][CH:23]=1)[N:20]([CH3:24])[CH:19]1[N:25]([CH3:28])[CH2:26][CH2:27][C:18]21[CH3:29].[CH:30]([N:33]([C:37](=[O:43])[C:38](OCC)=[O:39])[CH:34]([CH3:36])[CH3:35])([CH3:32])[CH3:31]>CCOCC>[CH:34]([N:33]([CH:30]([CH3:32])[CH3:31])[C:37](=[O:43])[C:38](=[O:39])[C:15]1[CH:16]=[C:17]2[C:21](=[CH:22][CH:23]=1)[N:20]([CH3:24])[CH:19]1[N:25]([CH3:28])[CH2:26][CH2:27][C:18]21[CH3:29])([CH3:36])[CH3:35]. Procedure details: To a solution of TMEDA (2.85 ml) in anhydrous ether (5.0 ml) was added at -78° C. under N2 atmosphere, sec-butyllithium (14.5 ml). The resulting solution was subsequently treated with a solution of 5-bromo-1,2,3,3a,8,8a-hexahydro-1,3a,8-trimethylpyrrolo[2,3-b]indole (3.80 g) in anhydrous ether (10 ml). The mixture was held at this temperature for 3 hours and then added to a solution of diisopropylamino-oxo-acetic acid, ethyl ester (7.5 g) in anhydrous ether (15 ml). After stirring at -78° C. for... Reactants: BrC1=CC=C2C(C(C3=C(OC4(CCNCC4)CS3)C2=C1)=O)=O (9-bromospiro[naphtho[1,2-b][1,4]oxathiine-2,4′-piperidine]-5,6-dione), C(C1=CC=CC=C1)[C@H]1OC1 ((2R)-2-benzyloxirane). The product is BrC1=CC=C2C(C(C3=C(OC4(CCN(CC4)C[C@@H](CC4=CC=CC=C4)O)CS3)C2=C1)=O)=O (9-bromo-1′-[(2R)-2-hydroxy-3-phenylpropyl]spiro[naphtho[1,2-b][1,4]oxathiine-2,4′-piperidine]-5,6-dione). Reaction SMILES: [Br:1][C:2]1[CH:20]=[C:19]2[C:5]([C:6](=[O:22])[C:7](=[O:21])[C:8]3[S:18][CH2:17][C:11]4([CH2:16][CH2:15][NH:14][CH2:13][CH2:12]4)[O:10][C:9]=32)=[CH:4][CH:3]=1.[CH2:23]([C@@H:30]1[CH2:32][O:31]1)[C:24]1[CH:29]=[CH:28][CH:27]=[CH:26][CH:25]=1>>[Br:1][C:2]1[CH:20]=[C:19]2[C:5]([C:6](=[O:22])[C:7](=[O:21])[C:8]3[S:18][CH2:17][C:11]4([CH2:16][CH2:15][N:14]([CH2:32][C@H:30]([OH:31])[CH2:23][C:24]5[CH:29]=[CH:28][CH:27]=[CH:26][CH:25]=5)[CH2:13][CH2:12]4)[O:10][C:9]=32)=[CH:4][CH:3]=1. Procedure details: Compound 222 was synthesized using 9-bromospiro[naphtho[1,2-b][1,4]oxathiine-2,4′-piperidine]-5,6-dione, (2R)-2-benzyloxirane and conditions outlined in procedure Y. M.p.=82-84° C., (DMSO-d6) δ: 7.88-7.72 (m, 3H), 7.3-7.1 (m, 5H), 4.46-4.4 (m, 1H), 3.9-3.8 (m, 1H), 3.08 (s, 2H), 2.82-2.67 (m, 3H), 2.63-2.55 (m, 1H), 2.4-2.25 (m, 4H), 2.06-1.93 (m, 2H), 1.9-1.78 (m, 2H); LCMS=514 [M+H].